From a dataset of the Open Reaction Database (ORD), a public repository of structured organic reaction records. describe an organic reaction: reactants, conditions, products, and yield The reactants are C=CC(=O)NCO, CC(C)=O, Cc1ccccc1O, Cl, O. The product is C=CC(=O)NCc1ccc(O)c(C)c1. Reaction SMILES: [CH2:9]([OH:10])[NH:11][C:12]([CH:13]=[CH2:14])=[O:15].[CH3:17][C:18](=[O:19])[CH3:20].[CH3:1][c:2]1[cH:3][cH:4][cH:5][cH:6][c:7]1[OH:8].[ClH:16].[OH2:21]>>[CH3:1][c:2]1[cH:3][c:4]([CH2:9][NH:11][C:12]([CH:13]=[CH2:14])=[O:15])[cH:5][cH:6][c:7]1[OH:8].